The task is: describe an organic reaction: reactants, conditions, products, and yield. This data is from the Open Reaction Database (ORD), a public repository of structured organic reaction records. Reactants: Cc1cc(Br)c2cnn(-c3ccc(F)cc3F)c2c1, CC(C)(C)[O-], Cc1ccccc1, COc1ccc(F)cc1C(C)(C)CC(O)(CN)C(F)(F)F, [Na+], O=C(C=Cc1ccccc1)C=Cc1ccccc1, O=C(C=Cc1ccccc1)C=Cc1ccccc1, O=C(C=Cc1ccccc1)C=Cc1ccccc1, [Pd], [Pd]. Yields the product COc1ccc(F)cc1C(C)(C)CC(O)(CNc1cc(C)cc2c1cnn2-c1ccc(F)cc1F)C(F)(F)F. Reaction SMILES: [Br:22][c:23]1[c:24]2[cH:25][n:26][n:27](-[c:33]3[c:34]([F:40])[cH:35][c:36]([F:39])[cH:37][cH:38]3)[c:28]2[cH:29][c:30]([CH3:32])[cH:31]1.[CH3:41][C:42]([CH3:43])([O-:44])[CH3:45].[CH3:47][c:48]1[cH:49][cH:50][cH:51][cH:52][cH:53]1.[NH2:1][CH2:2][C:3]([C:4]([F:5])([F:6])[F:7])([CH2:8][C:9]([CH3:10])([CH3:11])[c:12]1[c:13]([O:19][CH3:20])[cH:14][cH:15][c:16]([F:18])[cH:17]1)[OH:21].[Na+:46].[O:56]=[C:57]([CH:58]=[CH:59][c:60]1[cH:61][cH:62][cH:63][cH:64][cH:65]1)[CH:66]=[CH:67][c:68]1[cH:69][cH:70][cH:71][cH:72][cH:73]1.[O:74]=[C:75]([CH:76]=[CH:77][c:78]1[cH:79][cH:80][cH:81][cH:82][cH:83]1)[CH:84]=[CH:85][c:86]1[cH:87][cH:88][cH:89][cH:90][cH:91]1.[O:92]=[C:93]([CH:94]=[CH:95][c:96]1[cH:97][cH:98][cH:99][cH:100][cH:101]1)[CH:102]=[CH:103][c:104]1[cH:105][cH:106][cH:107][cH:108][cH:109]1.[Pd:54].[Pd:55]>>[NH:1]([CH2:2][C:3]([C:4]([F:5])([F:6])[F:7])([CH2:8][C:9]([CH3:10])([CH3:11])[c:12]1[c:13]([O:19][CH3:20])[cH:14][cH:15][c:16]([F:18])[cH:17]1)[OH:21])[c:23]1[c:24]2[cH:25][n:26][n:27](-[c:33]3[c:34]([F:40])[cH:35][c:36]([F:39])[cH:37][cH:38]3)[c:28]2[cH:29][c:30]([CH3:32])[cH:31]1.